This data is from the Open Reaction Database (ORD), a public repository of structured organic reaction records. The task is: describe an organic reaction: reactants, conditions, products, and yield Reactants: C(C)N(C1=C(C=C(C(=C1)OC)OC)C1CC=2C=CC(=CC2CC1)OC(C(C)(C)C)=O)C(C1=CC=C(C=C1)O)=O (pivalic acid 6-{2-[ethyl(4-hydroxybenzoyl)amino]-4,5-dimethoxyphenyl}-5,6,7,8-tetrahydronaphthalen-2-yl ester), ClCC(=O)N1CCCC1 (2-chloro-1-pyrrolidin-1-ylethanone). Product: C(C)N(C1=C(C=C(C(=C1)OC)OC)C1CC=2C=CC(=CC2CC1)O)CC1=CC=C(C=C1)OCCN1CCCC1 (6-{2-{Ethyl[4-(2-pyrrolidin-1-ylethoxy)benzyl]amino}-4,5-dimethoxyphenyl}-5,6,7,8-tetrahydronaphthalen-2-ol). Yield: 11.6%. As a reaction SMILES: [CH2:1]([N:3]([C:31](=O)[C:32]1[CH:37]=[CH:36][C:35]([OH:38])=[CH:34][CH:33]=1)[C:4]1[CH:9]=[C:8]([O:10][CH3:11])[C:7]([O:12][CH3:13])=[CH:6][C:5]=1[CH:14]1[CH2:23][CH2:22][C:21]2[CH:20]=[C:19]([O:24]C(=O)C(C)(C)C)[CH:18]=[CH:17][C:16]=2[CH2:15]1)[CH3:2].Cl[CH2:41][C:42]([N:44]1[CH2:48][CH2:47][CH2:46][CH2:45]1)=O>>[CH2:1]([N:3]([CH2:31][C:32]1[CH:33]=[CH:34][C:35]([O:38][CH2:41][CH2:42][N:44]2[CH2:48][CH2:47][CH2:46][CH2:45]2)=[CH:36][CH:37]=1)[C:4]1[CH:9]=[C:8]([O:10][CH3:11])[C:7]([O:12][CH3:13])=[CH:6][C:5]=1[CH:14]1[CH2:23][CH2:22][C:21]2[CH:20]=[C:19]([OH:24])[CH:18]=[CH:17][C:16]=2[CH2:15]1)[CH3:2]. Reported procedure: Synthesized from pivalic acid 6-{2-[ethyl(4-hydroxybenzoyl)amino]-4,5-dimethoxyphenyl}-5,6,7,8-tetrahydronaphthalen-2-yl ester (19 mg) and 2-chloro-1-pyrrolidin-1-ylethanone (10 mg) according to an analogous synthetic method to Example 404 and purified by LC-MS, the title compound (2.2 mg) was obtained. Reactants: BrC1CCC1, CC(C)(C)OC(=O)N1C(CC2CCCCC2)C(C=O)OC1(C)C, [Cl-], [Mg], [NH4+], C1CCOC1. Reaction SMILES: [Br:24][CH:25]1[CH2:26][CH2:27][CH2:28]1.[CH:1]1([CH2:7][CH:8]2[N:9]([C:17](=[O:18])[O:19][C:20]([CH3:21])([CH3:22])[CH3:23])[C:10]([CH3:15])([CH3:16])[O:11][CH:12]2[CH:13]=[O:14])[CH2:2][CH2:3][CH2:4][CH2:5][CH2:6]1.[Cl-:30].[Mg:29].[NH4+:31].[O:32]1[CH2:33][CH2:34][CH2:35][CH2:36]1>>[CH:1]1([CH2:7][CH:8]2[N:9]([C:17](=[O:18])[O:19][C:20]([CH3:21])([CH3:22])[CH3:23])[C:10]([CH3:15])([CH3:16])[O:11][CH:12]2[CH:13]([OH:14])[CH:25]2[CH2:26][CH2:27][CH2:28]2)[CH2:2][CH2:3][CH2:4][CH2:5][CH2:6]1. The product is CC(C)(C)OC(=O)N1C(CC2CCCCC2)C(C(O)C2CCC2)OC1(C)C. Run in O (water). Product: ClC1=C(C=C(C=C1)S(=O)(=O)N[C@@H]1CC[C@H](CC1)C(=O)N1[C@H](CNCC1)C1=CC=CC=C1)NCC (4-Chloro-3-ethylamino-N-[trans-4-((S)-2-phenyl-piperazine-1-carbonyl)cyclohexyl]benzenesulfonamide). Starting materials: [OH-].[Na+] (NaOH), ClC1=C(C=C(C=C1)S(=O)(=O)N[C@@H]1CC[C@H](CC1)C(=O)N1[C@H](CN(CC1)C(=O)OC(C)(C)C)C1=CC=CC=C1)NCC ((S)-tert-Butyl 4-(trans-4-(4-chloro-3-(ethylamino)phenylsulfonamido)cyclo-hexanecarbonyl)-3-phenylpiperazine-1-carboxylate), C(=O)(C(F)(F)F)O.C(Cl)Cl (TFA DCM), C(Cl)Cl (DCM). As a reaction SMILES: [Cl:1][C:2]1[CH:7]=[CH:6][C:5]([S:8]([NH:11][C@H:12]2[CH2:17][CH2:16][C@H:15]([C:18]([N:20]3[CH2:25][CH2:24][N:23](C(OC(C)(C)C)=O)[CH2:22][C@@H:21]3[C:33]3[CH:38]=[CH:37][CH:36]=[CH:35][CH:34]=3)=[O:19])[CH2:14][CH2:13]2)(=[O:10])=[O:9])=[CH:4][C:3]=1[NH:39][CH2:40][CH3:41].C(O)(C(F)(F)F)=O.C(Cl)Cl.C(Cl)Cl.[OH-].[Na+]>O>[Cl:1][C:2]1[CH:7]=[CH:6][C:5]([S:8]([NH:11][C@H:12]2[CH2:17][CH2:16][C@H:15]([C:18]([N:20]3[CH2:25][CH2:24][NH:23][CH2:22][C@@H:21]3[C:33]3[CH:34]=[CH:35][CH:36]=[CH:37][CH:38]=3)=[O:19])[CH2:14][CH2:13]2)(=[O:9])=[O:10])=[CH:4][C:3]=1[NH:39][CH2:40][CH3:41] |f:1.2,4.5|. Procedure details: (S)-tert-Butyl 4-(trans-4-(4-chloro-3-(ethylamino)phenylsulfonamido)cyclo-hexanecarbonyl)-3-phenylpiperazine-1-carboxylate (Example 1, 77 mg, 0.127 mmol) was stirred in 20% v/v TFA/DCM overnight. The reaction was dilutee with DCM and water and the pH was adjusted to 13 with 1N NaOH. The layers were separated, and the organic layer was concentrated and chromatographed on reverse phase Phenomenex Gemini Axia C18 30×100 mm column using a gradient of 15-100% AcCN in water containing 5 mM ammonium hy... Isolated yield 488.2%. Starting materials: C(C)(C)(C)OC(=O)N1N=C(C2=CC(=CC=C12)[N+](=O)[O-])C (N-tert-butoxycarbonyl-3-methyl-5-nitro-1H-indazole), solid, C(=O)[O-].[NH4+] (ammonium formate). The reagents and catalysts are [Pd] (palladium-on-charcoal). The solvent is CO (methanol). The product is NC=1C=C2C(=NN(C2=CC1)C(=O)OC(C)(C)C)C (5-amino-N-tert-butoxycarbonyl-3-methyl-1H-indazole). The yield is 89.0%. RXN SMILES: [C:1]([O:5][C:6]([N:8]1[C:16]2[C:11](=[CH:12][C:13]([N+:17]([O-])=O)=[CH:14][CH:15]=2)[C:10]([CH3:20])=[N:9]1)=[O:7])([CH3:4])([CH3:3])[CH3:2].C([O-])=O.[NH4+]>[Pd].CO>[NH2:17][C:13]1[CH:12]=[C:11]2[C:16](=[CH:15][CH:14]=1)[N:8]([C:6]([O:5][C:1]([CH3:3])([CH3:2])[CH3:4])=[O:7])[N:9]=[C:10]2[CH3:20] |f:1.2|. Procedure details: 5-Amino-N-tert-butoxycarbonyl-3-methyl-1H-indazole can be obtained as described in Example 6 from 3.4 g of N-tert-butoxycarbonyl-3-methyl-5-nitro-1H-indazole, 50 ml of methanol, 0.61 g of 10% palladium-on-charcoal and 3.53 g of ammonium formate. 2.7 g of 5-amino-N-tert-butoxycarbonyl-3-methyl-1H-indazole are thus obtained in the form of a cream solid melting at 185° C. The reactants are C(C)(=O)OC(C)(C)C1=NC(=NO1)C1=CC(=C(C(=C1)Cl)NC1=NC2=CC=NC=C2C2=C1C=CN=C2OCC)Cl (1-(3-{3,5-dichloro-4-[(10-ethoxypyrido[4,3-c]-1,6-naphthyridin-6-yl)amino]phenyl}-1,2,4-oxadiazol-5-yl)-1-methylethyl acetate), Cl (HCl). The solvent is C(C)(=O)OCC.C1CCOC1 (ethyl acetate THF), C1CCOC1 (THF). Reaction conditions: temperature 60 celsius. Product: ClC1=C(C(=CC(=C1)C1=NOC(=N1)C(C)(C)O)Cl)NC1=NC2=CC=NC=C2C2=C1C=CNC2=O (6-({2,6-Dichloro-4-[5-(1-hydroxy-1-methylethyl)-1,2,4-oxadiazol-3-yl]phenyl}amino)pyrido[4,3-c]-1,6-naphthyridin-10(9H)-one). Reaction SMILES: C([O:4][C:5]([C:8]1[O:12][N:11]=[C:10]([C:13]2[CH:18]=[C:17]([Cl:19])[C:16]([NH:20][C:21]3[C:30]4[CH:31]=[CH:32][N:33]=[C:34]([O:35]CC)[C:29]=4[C:28]4[C:23](=[CH:24][CH:25]=[N:26][CH:27]=4)[N:22]=3)=[C:15]([Cl:38])[CH:14]=2)[N:9]=1)([CH3:7])[CH3:6])(=O)C.Cl>C1COCC1.C(OCC)(=O)C.C1COCC1>[Cl:38][C:15]1[CH:14]=[C:13]([C:10]2[N:9]=[C:8]([C:5]([OH:4])([CH3:7])[CH3:6])[O:12][N:11]=2)[CH:18]=[C:17]([Cl:19])[C:16]=1[NH:20][C:21]1[C:30]2[CH:31]=[CH:32][NH:33][C:34](=[O:35])[C:29]=2[C:28]2[C:23](=[CH:24][CH:25]=[N:26][CH:27]=2)[N:22]=1 |f:3.4|. Reported procedure: To a solution of 1-(3-{3,5-dichloro-4-[(10-ethoxypyrido[4,3-c]-1,6-naphthyridin-6-yl)amino]phenyl}-1,2,4-oxadiazol-5-yl)-1-methylethyl acetate (63 mg, 0.11 mmol) in THF (3 mL) was added HCl (0.188 mL, 1.13 mmol, 6M in water) and the mixture was heated to 60° C. for 45 min in a sealed tube. After cooling to room temperature, the reaction was diluted with ethyl acetate/THF (3:1) and washed with saturated aqueous sodium bicarbonate, followed by brine. The organic layer was dried with sodium sulfate... The reactants are C(N)(=O)C1=CC=CC=2N=C(OC21)C2(N(CCC2)C(=O)OCC2=CC=CC=C2)C (benzyl 2-(7-carbamoylbenzo[d]oxazol-2-yl)-2-methylpyrrolidine-1-carboxylate), [H][H] (hydrogen). Reagents/catalysts: [Pd] (Pd/C). The solvent is CO (methanol). Yields the product CC1(NCCC1)C=1OC2=C(N1)C=CC=C2C(=O)N (2-(2-methylpyrrolidin-2-yl)benzo[d]oxazole-7-carboxamide). Isolated yield 44.1%. As a reaction SMILES: [C:1]([C:4]1[C:12]2[O:11][C:10]([C:13]3([CH3:28])[CH2:17][CH2:16][CH2:15][N:14]3C(OCC3C=CC=CC=3)=O)=[N:9][C:8]=2[CH:7]=[CH:6][CH:5]=1)(=[O:3])[NH2:2].[H][H]>CO.[Pd]>[CH3:28][C:13]1([C:10]2[O:11][C:12]3[C:4]([C:1]([NH2:2])=[O:3])=[CH:5][CH:6]=[CH:7][C:8]=3[N:9]=2)[CH2:17][CH2:16][CH2:15][NH:14]1. Reported procedure: A mixture of benzyl 2-(7-carbamoylbenzo[d]oxazol-2-yl)-2-methylpyrrolidine-1-carboxylate (144 mg, 0.37 mmol), 10% Pd/C (20 mg) in methanol (10 mL) was stirred at room temperature over 1 atm hydrogen for 3 h. Then the mixture was filtered and the filtrate was evaporated under reduced pressure. The residue was purified by flash chromatography. 40 mg of yellow oil of 2-(2-methylpyrrolidin-2-yl)benzo[d]oxazole-7-carboxamide was obtained, yield 43%. 1H-NMR (400 MHz, DMSO-d6): δ 1.58 (s, 3H), 1.76-1.8... Starting materials: C(C)(C)(C)OC(=O)N[C@@H](C(=O)O)C(CC)(C)CC ((R)-2-(tert-butoxycarbonylamino)-3-ethyl-3-methylpentanoic acid), NC(C1=CC=CC=C1)C1=CC=CC=C1 (aminodiphenylmethane), [O-]S(=O)(=O)[O-].[Na+].[Na+] (Na2SO4). Run in hexanes Et2O, C(Cl)Cl (CH2Cl2). Reaction conditions: time 14 hour. Yields the product C(C)C(\C=N\C(C1=CC=CC=C1)C1=CC=CC=C1)(CC)C ((E)-N-(2-ethyl-2-methylbutylidene)diphenylmethanamine). RXN SMILES: C(OC(N[C@H:9]([C:13]([CH2:17]C)([CH3:16])[CH2:14][CH3:15])[C:10](O)=O)=O)(C)(C)C.[O-]S([O-])(=O)=O.[Na+].[Na+].[NH2:26][CH:27]([C:34]1[CH:39]=[CH:38][CH:37]=[CH:36][CH:35]=1)[C:28]1[CH:33]=[CH:32][CH:31]=[CH:30][CH:29]=1>C(Cl)Cl>[CH2:9]([C:13]([CH3:17])([CH2:14][CH3:15])/[CH:16]=[N:26]/[CH:27]([C:28]1[CH:33]=[CH:32][CH:31]=[CH:30][CH:29]=1)[C:34]1[CH:39]=[CH:38][CH:37]=[CH:36][CH:35]=1)[CH3:10] |f:1.2.3|. Procedure details: A 100-mL round-bottomed flask containing crude 2-ethyl-2-methylbutanal (15) was charged with CH2Cl2 (20 mL) and Na2SO4 (10 g). Aminodiphenylmethane (9) (8.83 mL, 80 mmol, 0.80 equiv) was added via syringe. The flask was capped with a plastic stopper, and the mixture was stirred at room temperature for 14 h. The reaction mixture was filtered through a medium porosity fritted disk funnel and rinsed with CH2Cl2 (4×10 mL). The filtrate was concentrated under reduced pressure and maintained at 1 torr... Starting materials: FC=1C=CC(=NC1)N (5-fluoropyridin-2-amine), C1=CC(=CC(=C1)Cl)C(=O)OO (MCPBA). The solvent is C(Cl)Cl.CO (DCM MeOH). Conditions: time 8 hour. Yields the product NC1=[N+](C=C(C=C1)F)[O-] (2-Amino-5-fluoropyridin 1-oxide). The yield is 73.5%. Reaction SMILES: [F:1][C:2]1[CH:3]=[CH:4][C:5]([NH2:8])=[N:6][CH:7]=1.C1C=C(Cl)C=C(C(OO)=[O:17])C=1>C(Cl)Cl.CO>[NH2:8][C:5]1[CH:4]=[CH:3][C:2]([F:1])=[CH:7][N+:6]=1[O-:17] |f:2.3|. Reported procedure: To a stirred solution of 5-fluoropyridin-2-amine (500 mg, 4.46 mmol) in DCM/MeOH (20 mL) in an ice-bath was added MCPBA (1199 mg, 5.35 mmol). The reaction was slowly warmed to room temperature and stirred overnight. The red-orange color solution was loaded to a SCX resin, which was then washed with methanol, eluted with 2 N ammonia in methanol to collect the product. Evaporation of the solvent gave the title compound as yellow-brownish solid (420 mg) without further purification. LCMS m/z=129.2 ...